This data is from the Open Reaction Database (ORD), a public repository of structured organic reaction records. The task is: describe an organic reaction: reactants, conditions, products, and yield The reactants are C=1C=CC2=C(C1)N=NN2O (HOBt), ClC1=C(C=CC(=C1)C)N (2-chloro-4-methylphenylamine), C1(CC1)C=1C(=NOC1C1CC(C1)CC(CC)CC)C(CC(=O)OC(C)(C)C)CC(=O)[O-] (Mono-tert-butyl 3-{4-cyclopropyl-5-[3-(2-ethylbutyl)cyclobutyl]isoxazol-3-yl}glutarate), CCN=C=NCCCN(C)C.Cl (WSC.HCl). Solvent: C(C)(=O)OCC (ethyl acetate), CN(C)C=O (DMF), O (H2O). Reaction conditions: time 8 hour. Product: ClC1=C(C=CC(=C1)C)NC(=O)CC(CC(=O)OC(C)(C)C)C1=NOC(=C1C1CC1)C1CC(C1)CC(CC)CC (tert-Butyl 4-(2-chloro-4-methylphenylcarbamoyl)-3-{4-cyclopropyl-5-[3-(2-ethylbutyl)cyclobutyl]isoxazol-3-yl}butanoate). Reaction SMILES: [CH:1]1([C:4]2[C:5]([CH:19]([CH2:28][C:29]([O-:31])=O)[CH2:20][C:21]([O:23][C:24]([CH3:27])([CH3:26])[CH3:25])=[O:22])=[N:6][O:7][C:8]=2[CH:9]2[CH2:12][CH:11]([CH2:13][CH:14]([CH2:17][CH3:18])[CH2:15][CH3:16])[CH2:10]2)[CH2:3][CH2:2]1.C1C=CC2N(O)N=NC=2C=1.CCN=C=NCCCN(C)C.Cl.[Cl:54][C:55]1[CH:60]=[C:59]([CH3:61])[CH:58]=[CH:57][C:56]=1[NH2:62]>C(OCC)(=O)C.O.CN(C=O)C>[Cl:54][C:55]1[CH:60]=[C:59]([CH3:61])[CH:58]=[CH:57][C:56]=1[NH:62][C:29]([CH2:28][CH:19]([C:5]1[C:4]([CH:1]2[CH2:2][CH2:3]2)=[C:8]([CH:9]2[CH2:10][CH:11]([CH2:13][CH:14]([CH2:15][CH3:16])[CH2:17][CH3:18])[CH2:12]2)[O:7][N:6]=1)[CH2:20][C:21]([O:23][C:24]([CH3:25])([CH3:27])[CH3:26])=[O:22])=[O:31] |f:2.3|. Procedure details: Mono-tert-butyl 3-{4-cyclopropyl-5-[3-(2-ethylbutyl)cyclobutyl]isoxazol-3-yl}glutarate (150 mg) and DMF (1.5 mL) were mixed. To the mixture were added HOBt.H2O (63.5 mg), WSC.HCl (79.6 mg) and 2-chloro-4-methylphenylamine (0.0512 mL). The mixture was stirred at RT overnight. To the reaction mixture was added ethyl acetate. The mixture was washed with aqueous 10 w/v % citric acid, water, saturated aqueous sodium bicarbonate and brine, then dried over sodium sulfate. The sodium sulfate was filtere... Starting materials: C(C1=CC=CC=C1)N1N=CC=2C(=C3C(=NC21)C(C2=C(CC3)C=CC=C2)=O)O (1-benzyl-5,6-dihydro-4-hydroxybenzo[5,6]cyclohepta[1,2-b]pyrazolo[4,3-e]pyridin-11(1H)one), P(=O)(Br)(Br)Br (phosphorus oxybromide), P(=O)(Cl)(Cl)Cl (phosphorus oxychloride). Reaction SMILES: [CH2:1]([N:8]1[C:16]2[N:15]=[C:14]3[C:17](=[O:26])[C:18]4[CH:25]=[CH:24][CH:23]=[CH:22][C:19]=4[CH2:20][CH2:21][C:13]3=[C:12](O)[C:11]=2[CH:10]=[N:9]1)[C:2]1[CH:7]=[CH:6][CH:5]=[CH:4][CH:3]=1.P(Br)(Br)([Br:30])=O.P(Cl)(Cl)(Cl)=O>>[CH2:1]([N:8]1[C:16]2[N:15]=[C:14]3[C:17](=[O:26])[C:18]4[CH:25]=[CH:24][CH:23]=[CH:22][C:19]=4[CH2:20][CH2:21][C:13]3=[C:12]([Br:30])[C:11]=2[CH:10]=[N:9]1)[C:2]1[CH:7]=[CH:6][CH:5]=[CH:4][CH:3]=1. The product is C(C1=CC=CC=C1)N1N=CC=2C(=C3C(=NC21)C(C2=C(CC3)C=CC=C2)=O)Br (1-benzyl-4-bromo-5,6-dihydrobenzo[5,6]cyclohepta[1,2-b]pyrazolo[4,3-e]pyridin-11(1H)one). Reported procedure: By treating the product of Example 10 according to the procedure of Example 2, but substituting phosphorus oxybromide for the phosphorus oxychloride, 1-benzyl-4-bromo-5,6-dihydrobenzo[5,6]cyclohepta[1,2-b]pyrazolo[4,3-e]pyridin-11(1H)one is obtained. The reactants are CCCC(C)O, CC(C)O, N#Cc1cc2c(Cl)ccnc2cc1OCCCN1CCS(=O)(=O)CC1, Cl, Nc1ccc2[nH]ccc2c1. As a reaction SMILES: [CH3:37][CH:38]([OH:39])[CH2:40][CH2:41][CH3:42].[CH:43]([OH:44])([CH3:45])[CH3:46].[Cl:1][c:2]1[cH:3][cH:4][n:5][c:6]2[cH:7][c:8]([O:14][CH2:15][CH2:16][CH2:17][N:18]3[CH2:19][CH2:20][S:21](=[O:24])(=[O:25])[CH2:22][CH2:23]3)[c:9]([C:12]#[N:13])[cH:10][c:11]12.[ClH:36].[NH2:26][c:27]1[cH:28][c:29]2[cH:30][cH:31][nH:32][c:33]2[cH:34][cH:35]1>>[ClH:1].[c:2]1([NH:26][c:27]2[cH:28][c:29]3[cH:30][cH:31][nH:32][c:33]3[cH:34][cH:35]2)[cH:3][cH:4][n:5][c:6]2[cH:7][c:8]([O:14][CH2:15][CH2:16][CH2:17][N:18]3[CH2:19][CH2:20][S:21](=[O:24])(=[O:25])[CH2:22][CH2:23]3)[c:9]([C:12]#[N:13])[cH:10][c:11]12. Product: Cl, N#Cc1cc2c(Nc3ccc4[nH]ccc4c3)ccnc2cc1OCCCN1CCS(=O)(=O)CC1.